From a dataset of the Open Reaction Database (ORD), a public repository of structured organic reaction records. describe an organic reaction: reactants, conditions, products, and yield Reactants: COc1c(C)c(C)c(C(=O)CCCCCBr)c(C)c1OC, O=C([O-])[O-], CCCc1c(O)ccc(C(=O)OC)c1O, CC(C)=O, [K+], [K+], CN(C)C=O. The product is CCCc1c(OCCCCCC(=O)c2c(C)c(C)c(OC)c(OC)c2C)ccc(C(=O)OC)c1O. RXN SMILES: [Br:1][CH2:2][CH2:3][CH2:4][CH2:5][CH2:6][C:7](=[O:8])[c:9]1[c:10]([CH3:21])[c:11]([O:19][CH3:20])[c:12]([O:17][CH3:18])[c:13]([CH3:16])[c:14]1[CH3:15].[C:37](=[O:38])([O-:39])[O-:40].[CH3:22][O:23][C:24]([c:25]1[c:26]([OH:35])[c:27]([CH2:32][CH2:33][CH3:34])[c:28]([OH:31])[cH:29][cH:30]1)=[O:36].[CH3:43][C:44](=[O:45])[CH3:46].[K+:41].[K+:42].[O:47]=[CH:48][N:49]([CH3:50])[CH3:51]>>[CH2:2]([CH2:3][CH2:4][CH2:5][CH2:6][C:7](=[O:8])[c:9]1[c:10]([CH3:21])[c:11]([O:19][CH3:20])[c:12]([O:17][CH3:18])[c:13]([CH3:16])[c:14]1[CH3:15])[O:31][c:28]1[c:27]([CH2:32][CH2:33][CH3:34])[c:26]([OH:35])[c:25]([C:24]([O:23][CH3:22])=[O:36])[cH:30][cH:29]1. As a reaction SMILES: [C:1](#[N:2])[CH2:3][CH2:4][CH2:5][CH2:6][NH:7][O:8][CH2:9][c:10]1[cH:11][cH:12][cH:13][cH:14][cH:15]1.[O:16]=[C:17]1[CH2:18][CH2:19][C:20](=[O:21])[O:22]1.[cH:23]1[cH:24][cH:25][n:26][cH:27][cH:28]1>>[C:1](#[N:2])[CH2:3][CH2:4][CH2:5][CH2:6][N:7]([O:8][CH2:9][c:10]1[cH:11][cH:12][cH:13][cH:14][cH:15]1)[C:20]([CH2:19][CH2:18][C:17](=[O:16])[OH:22])=[O:21]. Yields the product N#CCCCCN(OCc1ccccc1)C(=O)CCC(=O)O. Reactants: N#CCCCCNOCc1ccccc1, O=C1CCC(=O)O1, c1ccncc1. Yields the product O=C1CN(S(=O)(=O)c2ccc(Cl)c(Cl)c2)CCN1c1ncccc1C(F)(F)F. As a reaction SMILES: [Br:19][c:20]1[n:21][cH:22][cH:23][cH:24][c:25]1[C:26]([F:27])([F:28])[F:29].[C:30](=[O:31])([O-:32])[O-:33].[CH2:44]1[O:45][CH2:46][CH2:47][O:48][CH2:49]1.[CH3:36][NH:37][CH2:38][CH2:39][NH:40][CH3:41].[Cl:1][c:2]1[cH:3][c:4]([S:9](=[O:10])(=[O:11])[N:12]2[CH2:13][C:14](=[O:18])[NH:15][CH2:16][CH2:17]2)[cH:5][cH:6][c:7]1[Cl:8].[Cu:42][I:43].[K+:34].[K+:35]>>[Cl:1][c:2]1[cH:3][c:4]([S:9](=[O:10])(=[O:11])[N:12]2[CH2:13][C:14](=[O:18])[N:15]([c:20]3[n:21][cH:22][cH:23][cH:24][c:25]3[C:26]([F:27])([F:28])[F:29])[CH2:16][CH2:17]2)[cH:5][cH:6][c:7]1[Cl:8]. Reactants: FC(F)(F)c1cccnc1Br, O=C([O-])[O-], C1COCCO1, CNCCNC, O=C1CN(S(=O)(=O)c2ccc(Cl)c(Cl)c2)CCN1, [Cu]I, [K+], [K+]. Reactants: ( 52 ), O1C(=CC=C1)C1=NC(=NC=C1I)N (4-furan-2-yl-5-iodo-pyrimidin-2-ylamine), ( 32 ), C(C=C)#N (acrylonitrile), C([O-])([O-])=O.[Cs+].[Cs+] (cesium carbonate). The reagents and catalysts are Cl[Pd]([P](C1=CC=CC=C1)(C2=CC=CC=C2)C3=CC=CC=C3)([P](C4=CC=CC=C4)(C5=CC=CC=C5)C6=CC=CC=C6)Cl (bis(triphenyl-phosphine)palladium(II) chloride). Solvent: O1CCOCC1 (dioxane). Yields the product NC1=NC=C(C(=N1)C=1OC=CC1)/C=C/C#N ((E)-3-(2-Amino-4-furan-2-yl-pyrimidin-5-yl)-acrylonitrile). As a reaction SMILES: [O:1]1[CH:5]=[CH:4][CH:3]=[C:2]1[C:6]1[C:11](I)=[CH:10][N:9]=[C:8]([NH2:13])[N:7]=1.[C:14](#[N:17])[CH:15]=[CH2:16].C(=O)([O-])[O-].[Cs+].[Cs+]>O1CCOCC1.Cl[Pd](Cl)([P](C1C=CC=CC=1)(C1C=CC=CC=1)C1C=CC=CC=1)[P](C1C=CC=CC=1)(C1C=CC=CC=1)C1C=CC=CC=1>[NH2:13][C:8]1[N:7]=[C:6]([C:2]2[O:1][CH:5]=[CH:4][CH:3]=2)[C:11](/[CH:16]=[CH:15]/[C:14]#[N:17])=[CH:10][N:9]=1 |f:2.3.4,^1:32,51|. Procedure details: From 4-furan-2-yl-5-iodo-pyrimidin-2-ylamine, acrylonitrile, bis(triphenyl-phosphine)palladium(II) chloride and cesium carbonate in dioxane. EI-MS m/e (%): 212 (M+, 52), 195 ([M—NH3]+, 100), 184 (32), 158 (52). Starting materials: CCOC(=O)N1CCN(C(=O)C(CCC(=O)OC(C)(C)C)NC(=O)c2cc(OC3(C(=O)OCC)CCC3)n(-c3ccccc3)n2)CC1, Cc1ccccc1, ClCCl, O=C(O)C(F)(F)F. The product is CCOC(=O)N1CCN(C(=O)C(CCC(=O)O)NC(=O)c2cc(OC3(C(=O)OCC)CCC3)n(-c3ccccc3)n2)CC1. Reaction SMILES: [CH2:1]([CH3:2])[O:3][C:4](=[O:5])[N:6]1[CH2:7][CH2:8][N:9]([C:12]([CH:13]([CH2:14][CH2:15][C:16](=[O:17])[O:18][C:19]([CH3:20])([CH3:21])[CH3:22])[NH:23][C:24](=[O:25])[c:26]2[n:27][n:28](-[c:41]3[cH:42][cH:43][cH:44][cH:45][cH:46]3)[c:29]([O:31][C:32]3([C:36](=[O:37])[O:38][CH2:39][CH3:40])[CH2:33][CH2:34][CH2:35]3)[cH:30]2)=[O:47])[CH2:10][CH2:11]1.[CH3:48][c:49]1[cH:50][cH:51][cH:52][cH:53][cH:54]1.[Cl:55][CH2:56][Cl:57].[F:58][C:59]([F:60])([F:61])[C:62]([OH:63])=[O:64]>>[CH2:1]([CH3:2])[O:3][C:4](=[O:5])[N:6]1[CH2:7][CH2:8][N:9]([C:12]([CH:13]([CH2:14][CH2:15][C:16](=[O:17])[OH:18])[NH:23][C:24](=[O:25])[c:26]2[n:27][n:28](-[c:41]3[cH:42][cH:43][cH:44][cH:45][cH:46]3)[c:29]([O:31][C:32]3([C:36](=[O:37])[O:38][CH2:39][CH3:40])[CH2:33][CH2:34][CH2:35]3)[cH:30]2)=[O:47])[CH2:10][CH2:11]1. Starting materials: ClC1=CC(=NC(=N1)N[C@@H](C)C1=CC=C(C=C1)F)NC1=NC=CN=C1 ((S)-6-Chloro-N2-[1-(4-fluorophenyl)ethyl]-N4-(pyrazin-2-yl)pyrimidine-2,4-diamine), C1(CCCCC1)P(C1=C(C=CC=C1)C1=C(C=CC=C1OC)OC)C1CCCCC1 (2-dicyclohexylphosphino-2′,6′-dimethoxybiphenyl), CN(C=O)C (dimethylformamide). The reagents and catalysts are [C-]#N.[Zn+2].[C-]#N (zinc cyanide), C=1C=CC(=CC1)/C=C/C(=O)/C=C/C2=CC=CC=C2.C=1C=CC(=CC1)/C=C/C(=O)/C=C/C2=CC=CC=C2.C=1C=CC(=CC1)/C=C/C(=O)/C=C/C2=CC=CC=C2.[Pd].[Pd] (tris(dibenzylideneacetone)dipalladium). Run in O (water). The product is FC1=CC=C(C=C1)[C@H](C)NC1=NC(=CC(=N1)C#N)NC1=NC=CN=C1 ((S)-2-[1-(4-Fluorophenyl)ethylamino]-6-(pyrazin-2-ylamino) pyrimidine-4-carbonitrile). Reaction SMILES: Cl[C:2]1[N:7]=[C:6]([NH:8][C@H:9]([C:11]2[CH:16]=[CH:15][C:14]([F:17])=[CH:13][CH:12]=2)[CH3:10])[N:5]=[C:4]([NH:18][C:19]2[CH:24]=[N:23][CH:22]=[CH:21][N:20]=2)[CH:3]=1.C1(P(C2CCCCC2)C2C=CC=CC=2C2C(OC)=CC=CC=2OC)CCCCC1.[CH3:54][N:55](C)C=O>[C-]#N.[Zn+2].[C-]#N.C1C=CC(/C=C/C(/C=C/C2C=CC=CC=2)=O)=CC=1.C1C=CC(/C=C/C(/C=C/C2C=CC=CC=2)=O)=CC=1.C1C=CC(/C=C/C(/C=C/C2C=CC=CC=2)=O)=CC=1.[Pd].[Pd].O>[F:17][C:14]1[CH:15]=[CH:16][C:11]([C@@H:9]([NH:8][C:6]2[N:7]=[C:2]([C:54]#[N:55])[CH:3]=[C:4]([NH:18][C:19]3[CH:24]=[N:23][CH:22]=[CH:21][N:20]=3)[N:5]=2)[CH3:10])=[CH:12][CH:13]=1 |f:3.4.5,6.7.8.9.10|. Procedure details: To 500 mg of (S)-6-chloro-N2-[1-(4-fluorophenyl)ethyl]-N4-(pyrazin-2-yl) pyrimidine-2,4-diamine (Example 9), 197 mg of zinc cyanide, 66 mg of 2-dicyclohexylphosphino-2′,6′-dimethoxybiphenyl and 66 mg of tris(dibenzylideneacetone)dipalladium was added a mixed solution of dimethylformamide and water (99/1), and the solution was bubbled with argon gas for three minutes, and subjected to microwave irradiation at 150° C. for 15 minutes. The reaction solution was diluted with ethyl acetate. The soluti... Starting materials: CC(CCN(C1CCNCC1)CC=1SC=CN1)C (N-(3-methylbutyl)-N-[(1,3-thiazol-2-yl)methyl]piperidin-4-amine), Cl (HCl). The solvent is C(C)#N (acetonitrile). Yields the product Cl.Cl.CC(CCN(C1CCNCC1)CC=1SC=CN1)C (N-(3-methylbutyl)-N-[(1,3-thiazol-2-yl)methyl]piperidin-4-amine dihydrochloride). The yield is 101.6%. RXN SMILES: [CH3:1][CH:2]([CH3:18])[CH2:3][CH2:4][N:5]([CH2:12][C:13]1[S:14][CH:15]=[CH:16][N:17]=1)[CH:6]1[CH2:11][CH2:10][NH:9][CH2:8][CH2:7]1.[ClH:19]>C(#N)C>[ClH:19].[ClH:19].[CH3:1][CH:2]([CH3:18])[CH2:3][CH2:4][N:5]([CH2:12][C:13]1[S:14][CH:15]=[CH:16][N:17]=1)[CH:6]1[CH2:7][CH2:8][NH:9][CH2:10][CH2:11]1 |f:3.4.5|. Reported procedure: N-(3-methylbutyl)-N-[(1,3-thiazol-2-yl)methyl]piperidin-4-amine (0.13 g, 0.48 mmol) is dissolved in acetonitrile (0.5 ml). 1.0 M HCl (1.93 ml, 1.93 mmol) is added and solution placed under lyophilization conditions to yield (0.166 g) of N-(3-methylbutyl)-N-[(1,3-thiazol-2-yl)methyl]piperidin-4-amine dihydrochloride: mass spectrum (ion spray): m/z=268 (M+1); 1H NMR (DMSO-d6): δ=9.49-9.41 (1H, brd), 9.28-9.19 (1H, brm), 7.94 (2H, dd), 6.42 (1H, brs), 4.77 (2H, s), 3.67-3.56 (1H, brm), 3.38 (2H, d)... Reactants: C(CCCCCCCCCCCCCCC)(=O)Cl (palmitic acid chloride), C(C1=CC=CC=C1)(C1=CC=CC=C1)OC([C@@H](NC(CCCCCCCCCCCCCCC)=O)CSCC(CCCCCCCCCCCCCCCC)O)=O (N-palmitoyl-S-[2-(R,S)-hydroxyoctadecyl]-(L)-cysteine benzhydryl ester), CO (methanol), C(Cl)(Cl)Cl (chloroform). Run in C(Cl)Cl (methylenechloride), N1=CC=CC=C1 (pyridine). Run at time 24 hour. Product: C(C1=CC=CC=C1)(C1=CC=CC=C1)OC([C@@H](NC(CCCCCCCCCCCCCCC)=O)CSCC(CCCCCCCCCCCCCCCC)OC(CCCCCCCCCCCCCCC)=O)=O (N-palmitoyl-S-[2(R,S)-palmitoyloxyoctadecyl]-(L)-cysteine-benzhydryl ester). Reaction SMILES: [C:1](Cl)(=[O:17])[CH2:2][CH2:3][CH2:4][CH2:5][CH2:6][CH2:7][CH2:8][CH2:9][CH2:10][CH2:11][CH2:12][CH2:13][CH2:14][CH2:15][CH3:16].[CH:19]([O:32][C:33](=[O:74])[C@H:34]([CH2:53][S:54][CH2:55][CH:56]([OH:73])[CH2:57][CH2:58][CH2:59][CH2:60][CH2:61][CH2:62][CH2:63][CH2:64][CH2:65][CH2:66][CH2:67][CH2:68][CH2:69][CH2:70][CH2:71][CH3:72])[NH:35][C:36](=[O:52])[CH2:37][CH2:38][CH2:39][CH2:40][CH2:41][CH2:42][CH2:43][CH2:44][CH2:45][CH2:46][CH2:47][CH2:48][CH2:49][CH2:50][CH3:51])([C:26]1[CH:31]=[CH:30][CH:29]=[CH:28][CH:27]=1)[C:20]1[CH:25]=[CH:24][CH:23]=[CH:22][CH:21]=1.C(Cl)(Cl)Cl.CO>C(Cl)Cl.N1C=CC=CC=1>[CH:19]([O:32][C:33](=[O:74])[C@H:34]([CH2:53][S:54][CH2:55][CH:56]([O:73][C:1](=[O:17])[CH2:2][CH2:3][CH2:4][CH2:5][CH2:6][CH2:7][CH2:8][CH2:9][CH2:10][CH2:11][CH2:12][CH2:13][CH2:14][CH2:15][CH3:16])[CH2:57][CH2:58][CH2:59][CH2:60][CH2:61][CH2:62][CH2:63][CH2:64][CH2:65][CH2:66][CH2:67][CH2:68][CH2:69][CH2:70][CH2:71][CH3:72])[NH:35][C:36](=[O:52])[CH2:37][CH2:38][CH2:39][CH2:40][CH2:41][CH2:42][CH2:43][CH2:44][CH2:45][CH2:46][CH2:47][CH2:48][CH2:49][CH2:50][CH3:51])([C:26]1[CH:31]=[CH:30][CH:29]=[CH:28][CH:27]=1)[C:20]1[CH:21]=[CH:22][CH:23]=[CH:24][CH:25]=1. Reported procedure: 0.56 ml of palmitic acid chloride in 5 ml of methylenechloride are added to 0.8 g of N-palmitoyl-S-[2-(R,S)-hydroxyoctadecyl]-(L)-cysteine benzhydryl ester in 5 ml of pyridine. After standing for 24 hours at room temperature the acylation is completed as can be detected by thin layer chromatography on silicagel Merck, chloroform 2 ml of methanol are added and after 20 minutes the reaction mixture is evaporated under reduced pressure. The residue is taken up in chloroform and the chloroform solut... The product is OCC1Cc2ccccc2N1. Reaction SMILES: [CH2:13]1[O:14][CH2:15][CH2:16][CH2:17]1.[NH:1]1[CH:2]([C:10](=[O:11])[OH:12])[CH2:3][c:4]2[cH:5][cH:6][cH:7][cH:8][c:9]21>>[NH:1]1[CH:2]([CH2:10][OH:11])[CH2:3][c:4]2[cH:5][cH:6][cH:7][cH:8][c:9]21. Reactants: C1CCOC1, O=C(O)C1Cc2ccccc2N1.